From a dataset of the Open Reaction Database (ORD), a public repository of structured organic reaction records. describe an organic reaction: reactants, conditions, products, and yield Reactants: C(C1=CC=CC=C1)[Si](O[C@@H]1C[C@@]23[C@@H]([C@H]([C@H]4[C@@H]5[C@H]6[C@@H](C([C@@]5(C)CC[C@@H]4[C@]2(CC1)C)=O)C6)Cl)O3)(CC3=CC=CC=C3)CC3=CC=CC=C3 (3β-tribenzylsilyloxy-7α-chloro-5,6β-epoxy-15β,16β-methylene-5β-androstan-17-one), CO (methanol), S(O)(O)(=O)=O (sulfuric acid). The solvent is O1CCCC1 (tetrahydrofuran), CCOCC (ether). Product: C(C)(C)OC(C)C (diisopropyl ether), Cl[C@H]1[C@H]2[C@@H]3[C@H]4[C@@H](C([C@@]3(C)CC[C@@H]2[C@]2(CC[C@@H](C[C@@]23[C@@H]1O3)O)C)=O)C4 (7α-chloro-5,6β-epoxy-3β-hydroxy-15β,16β-methylene-5β-androstan-17-one). RXN SMILES: C([Si](CC1C=CC=CC=1)(CC1C=CC=CC=1)[O:9][C@H:10]1[CH2:27][CH2:26][C@@:25]2([CH3:28])[C@@:12]3([O:32][C@@H:13]3[C@@H:14]([Cl:31])[C@@H:15]3[C@@H:24]2[CH2:23][CH2:22][C@@:20]2([CH3:21])[C@H:16]3[C@@H:17]3[CH2:30][C@@H:18]3[C:19]2=[O:29])[CH2:11]1)C1C=CC=CC=1.[CH3:47]O.S(=O)(=O)(O)O>O1CCCC1.CCOCC>[CH:13]([O:32][CH:12]([CH3:11])[CH3:25])([CH3:14])[CH3:47].[Cl:31][C@@H:14]1[C@H:13]2[O:32][C@:12]32[C@:25]([CH3:28])([CH2:26][CH2:27][C@H:10]([OH:9])[CH2:11]3)[C@@H:24]2[C@@H:15]1[C@H:16]1[C@@:20]([CH2:22][CH2:23]2)([CH3:21])[C:19](=[O:29])[C@H:18]2[CH2:30][C@@H:17]12. Reported procedure: 19 g of 3β-tribenzylsilyloxy-7α-chloro-5,6β-epoxy-15β,16β-methylene-5β-androstan-17-one is dissolved in 50 ml of tetrahydrofuran and 50 ml of methanol and agitated with 15 ml of 8% sulfuric acid for 2 hours at room temperature. The mixture is thereafter diluted with ether, washed with saturated sodium bicarbonate solution and water, dried over sodium sulfate, and concentrated under vacuum. By trituration of the thus-obtained solid with diisopropyl ether, 8.7 g of 7α-chloro-5,6β-epoxy-3β-hydroxy-... The product is COC1=NC(=NC(=C1)OC)C(C)C1=C(N)C=CC=C1 (2-[1-(4,6-Dimethoxypyrimidin-2-yl)ethyl]aniline). Reported procedure: The product of stage (b) above (5.0 g) was added to trifluoroacetic acid (25 ml) and the resulting solution was stirred at room temperature for 3 hours. The solution was evaporated and the residue was triturated with diisopropyl ether and cooled in a solid carbon dioxide-acetone bath. The solid was filtered and washed with diisopropyl ether to give 3.5 g of the desired product, mp 136°-139° C. Reactants: COC1=NC(=NC(=C1)OC)C(C)C1=C(C=CC=C1)NC(OC(C)(C)C)=O (t-Butyl [2-[1-(4,6-dimethoxypyrimidin-2-yl)ethyl]phenyl]carbamate), FC(C(=O)O)(F)F (trifluoroacetic acid). Conditions: time 3 hour. Reaction SMILES: [CH3:1][O:2][C:3]1[CH:8]=[C:7]([O:9][CH3:10])[N:6]=[C:5]([CH:11]([C:13]2[CH:18]=[CH:17][CH:16]=[CH:15][C:14]=2[NH:19]C(=O)OC(C)(C)C)[CH3:12])[N:4]=1.FC(F)(F)C(O)=O>>[CH3:1][O:2][C:3]1[CH:8]=[C:7]([O:9][CH3:10])[N:6]=[C:5]([CH:11]([C:13]2[CH:18]=[CH:17][CH:16]=[CH:15][C:14]=2[NH2:19])[CH3:12])[N:4]=1. Starting materials: c1cc2c(c(N3CCNCC3)c1)COC2, CCOC(C)=O, CC(Cl)Cl, O=CCCCOc1ccc2ccc(=O)[nH]c2n1. Product: O=c1ccc2ccc(OCCCCN3CCN(c4cccc5c4COC5)CC3)nc2[nH]1. RXN SMILES: [CH2:18]1[O:19][CH2:20][c:21]2[c:22]([N:27]3[CH2:28][CH2:29][NH:30][CH2:31][CH2:32]3)[cH:23][cH:24][cH:25][c:26]21.[CH3:37][CH2:38][O:39][C:40]([CH3:41])=[O:42].[Cl:33][CH:34]([Cl:35])[CH3:36].[O:1]=[c:2]1[cH:3][cH:4][c:5]2[cH:6][cH:7][c:8]([O:12][CH2:13][CH2:14][CH2:15][CH:16]=[O:17])[n:9][c:10]2[nH:11]1>>[O:1]=[c:2]1[cH:3][cH:4][c:5]2[cH:6][cH:7][c:8]([O:12][CH2:13][CH2:14][CH2:15][CH2:16][N:30]3[CH2:29][CH2:28][N:27]([c:22]4[c:21]5[c:26]([cH:25][cH:24][cH:23]4)[CH2:18][O:19][CH2:20]5)[CH2:32][CH2:31]3)[n:9][c:10]2[nH:11]1. Reactants: CCOC(=O)c1ccc(OCc2ccccc2)cc1, CCO, [Na+], [Na], [OH-]. Yields the product [Na], O=C(O)c1ccc(OCc2ccccc2)cc1. RXN SMILES: [CH2:1]([CH3:2])[O:3][C:4](=[O:5])[c:6]1[cH:7][cH:8][c:9]([O:10][CH2:11][c:12]2[cH:13][cH:14][cH:15][cH:16][cH:17]2)[cH:18][cH:19]1.[CH3:21][CH2:22][OH:23].[Na+:25].[Na:20].[OH-:24]>>[Na:20].[O:3]=[C:4]([OH:5])[c:6]1[cH:7][cH:8][c:9]([O:10][CH2:11][c:12]2[cH:13][cH:14][cH:15][cH:16][cH:17]2)[cH:18][cH:19]1. Starting materials: C1CCOC1, CCOC(C)=O, CCOC(=O)Cn1c2c(c3c(Cl)c(Cl)ccc31)CCN(C(=O)OC(C)(C)C)CC2, [Na+], [OH-], O. Yields the product CC(C)(C)OC(=O)N1CCc2c(n(CCO)c3ccc(Cl)c(Cl)c23)CC1. Reaction SMILES: [CH2:38]1[O:39][CH2:40][CH2:41][CH2:42]1.[CH3:32][CH2:33][O:34][C:35]([CH3:36])=[O:37].[Cl:1][c:2]1[c:3]([Cl:29])[c:4]2[c:5]3[c:6]([n:7]([CH2:11][C:12](=[O:13])[O:14][CH2:15][CH3:16])[c:8]2[cH:9][cH:10]1)[CH2:17][CH2:18][N:19]([C:22](=[O:23])[O:24][C:25]([CH3:26])([CH3:27])[CH3:28])[CH2:20][CH2:21]3.[Na+:31].[OH-:30].[OH2:43]>>[Cl:1][c:2]1[c:3]([Cl:29])[c:4]2[c:5]3[c:6]([n:7]([CH2:11][CH2:12][OH:13])[c:8]2[cH:9][cH:10]1)[CH2:17][CH2:18][N:19]([C:22](=[O:23])[O:24][C:25]([CH3:26])([CH3:27])[CH3:28])[CH2:20][CH2:21]3. Starting materials: CCCOc1ccc(Br)cc1C=O, O=CO, Cl, NO. Product: CCCOc1ccc(Br)cc1C#N. RXN SMILES: [Br:1][c:2]1[cH:3][cH:4][c:5]([O:10][CH2:11][CH2:12][CH3:13])[c:6]([CH:7]=[O:8])[cH:9]1.[CH:17]([OH:18])=[O:19].[ClH:14].[NH2:15][OH:16]>>[Br:1][c:2]1[cH:3][cH:4][c:5]([O:10][CH2:11][CH2:12][CH3:13])[c:6]([C:7]#[N:15])[cH:9]1. Starting materials: N(=O)N1CCNCC1 (nitrosopiperazine), COC=1C=C2C=C(NC2=CC1OC)C (5,6-dimethoxy-2-methylindole), C([O-])([O-])=O.[K+].[K+] (potassium carbonate), C(C(=O)Cl)(=O)Cl (oxalyl chloride). Run in C(Cl)(Cl)Cl (chloroform), C(C)OCC (ethyl ether), O (water). Run at temperature 0 celsius, time 10 minute. Product: COC=1C=C2C(=C(NC2=CC1OC)C)C(C(=O)N1CCN(CC1)N=O)=O (1-(5,6-dimethoxy-2-methylindol-3-ylglyoxyloyl)-4-nitrosopiperazine). RXN SMILES: [CH3:1][O:2][C:3]1[CH:4]=[C:5]2[C:9](=[CH:10][C:11]=1[O:12][CH3:13])[NH:8][C:7]([CH3:14])=[CH:6]2.C(=O)([O-])[O-].[K+].[K+].[C:21](Cl)(=[O:25])[C:22](Cl)=[O:23].[N:27]([N:29]1[CH2:34][CH2:33][NH:32][CH2:31][CH2:30]1)=[O:28]>C(OCC)C.O.C(Cl)(Cl)Cl>[CH3:1][O:2][C:3]1[CH:4]=[C:5]2[C:9](=[CH:10][C:11]=1[O:12][CH3:13])[NH:8][C:7]([CH3:14])=[C:6]2[C:21](=[O:25])[C:22]([N:32]1[CH2:33][CH2:34][N:29]([N:27]=[O:28])[CH2:30][CH2:31]1)=[O:23] |f:1.2.3|. Reported procedure: A stirred mixture of 3.82 g (0.02 mol) of 5,6-dimethoxy-2-methylindole and 5,80 g (0.044 mol) of potassium carbonate in 50 ml. of chloroform and 15 ml. of water is cooled to -5° C. Then 3.2 g (0.024 mol) of oxalyl chloride is added slowly, maintaining the reaction temperature at 0° C. The resulting mixture is stirred at room temperature for 10 minutes. Then 3.5 g (0.03 mol) of nitrosopiperazine is added over a 5 minute span. The reaction mixture turns red-purple and is stirred for an additional ... The reactants are Cl.NC=1C=C(CNC2=NC=NC3=C(C=CC=C23)C(=O)N)C=CC1 (4-(3-Amino-benzylamino)-quinazoline-8-carboxylic acid amide hydrochloride), ClC1=NC=CC(=C1)C#N (2-Chloro-4-cyanopyridine). The solvent is CN1CCCC1=O (NMP). Product: C(#N)C1=CC(=NC=C1)NC=1C=C(CNC2=NC=NC3=C(C=CC=C23)C(=O)N)C=CC1 (4-[3-(4-Cyano-Pyridin-2-ylamino)-benzylamino]-quinazoline-8-carboxylic acid amide). RXN SMILES: Cl.[NH2:2][C:3]1[CH:4]=[C:5]([CH:21]=[CH:22][CH:23]=1)[CH2:6][NH:7][C:8]1[C:17]2[C:12](=[C:13]([C:18]([NH2:20])=[O:19])[CH:14]=[CH:15][CH:16]=2)[N:11]=[CH:10][N:9]=1.Cl[C:25]1[CH:30]=[C:29]([C:31]#[N:32])[CH:28]=[CH:27][N:26]=1>CN1C(=O)CCC1>[C:31]([C:29]1[CH:28]=[CH:27][N:26]=[C:25]([NH:2][C:3]2[CH:4]=[C:5]([CH:21]=[CH:22][CH:23]=2)[CH2:6][NH:7][C:8]2[C:17]3[C:12](=[C:13]([C:18]([NH2:20])=[O:19])[CH:14]=[CH:15][CH:16]=3)[N:11]=[CH:10][N:9]=2)[CH:30]=1)#[N:32] |f:0.1|. Reported procedure: 50 mg (0.15 mmol) 4-(3-Amino-benzylamino)-quinazoline-8-carboxylic acid amide hydrochloride and 21 mg (0.11 mmol) 2-Chloro-4-cyanopyridine were dissolved in 200 μl NMP and irradiated in the microwave at 200° C. for 3 h. The reaction mixture was directly purified using preparative HPLC. The product was treated with HCl in methanol and concentrated in the SpeedVac. Product: C1=2C(=O)OC(NC1=CC=CC2)=O (Isatoic anhydride). Reported procedure: 7.5 g of 2-amino benzoic acid hydrochloride was mixed with 10 ml of diphosgene and the mixture was stirred in 150 ml of dioxane for 40 minutes at reflux. The resulting mixture was cooled and filtered. Yield: 5.7 g of title compound. Run in O1CCOCC1 (dioxane). Reaction SMILES: Cl.[NH2:2][C:3]1[CH:11]=[CH:10][CH:9]=[CH:8][C:4]=1[C:5]([OH:7])=[O:6].[O:12]=[C:13](Cl)OC(Cl)(Cl)Cl>O1CCOCC1>[C:4]12[C:3](=[CH:11][CH:10]=[CH:9][CH:8]=1)[NH:2][C:13](=[O:12])[O:7][C:5]2=[O:6] |f:0.1|. Starting materials: Cl.NC1=C(C(=O)O)C=CC=C1 (2-amino benzoic acid hydrochloride), O=C(OC(Cl)(Cl)Cl)Cl (diphosgene).